describe an organic reaction: reactants, conditions, products, and yield From a dataset of the Open Reaction Database (ORD), a public repository of structured organic reaction records. Reactants: C=CCOC1CCN(C(=O)OC(C)(C)C)CC1, C1CCOC1, CCOC(C)=O, [Na+], [OH-], OO. Product: CC(C)(C)OC(=O)N1CCC(OCCCO)CC1. RXN SMILES: [C:1]([CH3:2])([CH3:3])([CH3:4])[O:5][C:6](=[O:7])[N:8]1[CH2:9][CH2:10][CH:11]([O:14][CH2:15][CH:16]=[CH2:17])[CH2:12][CH2:13]1.[CH2:28]1[O:29][CH2:30][CH2:31][CH2:32]1.[CH3:22][CH2:23][O:24][C:25](=[O:26])[CH3:27].[Na+:19].[OH-:18].[OH:20][OH:21]>>[C:1]([CH3:2])([CH3:3])([CH3:4])[O:5][C:6](=[O:7])[N:8]1[CH2:9][CH2:10][CH:11]([O:14][CH2:15][CH2:16][CH2:17][OH:24])[CH2:12][CH2:13]1. Reactants: CC1([C@@H]([C@@H]1\C=C/C(=O)OC)C(=O)OC(C)(C)C)C (tert.-butyl(1R,cis)2,2-dimethyl-3-[(Z)-2-(methoxy carbonyl)-ethenyl]-cyclopropane carboxylate), hydrated p-toluene sulfonic acid. Solvent: C1(=CC=CC=C1)C (toluene). The product is CC1([C@@H]([C@@H]1\C=C/C(=O)OC)C(=O)O)C ((1R, cis)2,2-dimethyl-3-[(Z)-2-(methoxy carbonyl)-ethenyl]-cyclopropane-carboxylic acid). Isolated yield 91.2%. As a reaction SMILES: [CH3:1][C:2]1([CH3:18])[C@@H:4](/[CH:5]=[CH:6]\[C:7]([O:9][CH3:10])=[O:8])[C@H:3]1[C:11]([O:13]C(C)(C)C)=[O:12]>C1(C)C=CC=CC=1>[CH3:1][C:2]1([CH3:18])[C@@H:4](/[CH:5]=[CH:6]\[C:7]([O:9][CH3:10])=[O:8])[C@H:3]1[C:11]([OH:13])=[O:12]. Procedure: A solution containing 13.5 g of the product of Step B, 100 cm3 of toluene and 400 mg of hydrated p-toluene sulfonic acid was refluxed for 3 hours and then was evaporated to dryness under reduced pressure. The 11.2 g of residue were chromatographed over silica gel and was eluted with a 60-39-1 cyclohexane-ethyl acetate-acetic acid mixture. The eluate was evaporated to dryness under reduced pressure to obtain 9.6 g of (1R, cis)2,2-dimethyl-3-[(Z)-2-(methoxy carbonyl)-ethenyl]-cyclopropane-carboxyl... Reactants: BrC=1N=C(C=2N(C1)C=CN2)NC2=CC=C(C=N2)N2CCN(CC2)C(=O)OC(C)(C)C (tert-Butyl 4-(6-(6-Bromoimidazo[1,2-a]pyrazin-8-ylamino)pyridin-3-yl)piperazine-1-carboxylate), C(=O)(C(F)(F)F)O (TFA). Solvent: C(Cl)Cl (CH2Cl2). Reaction conditions: temperature 25 celsius, time 2 hour. Yields the product BrC=1N=C(C=2N(C1)C=CN2)NC2=NC=C(C=C2)N2CCNCC2 (6-Bromo-N-(5-(piperazin-1-yl)pyridin-2-yl)imidazo[1,2-a]pyrazin-8-amine). Reaction SMILES: [Br:1][C:2]1[N:3]=[C:4]([NH:11][C:12]2[N:17]=[CH:16][C:15]([N:18]3[CH2:23][CH2:22][N:21](C(OC(C)(C)C)=O)[CH2:20][CH2:19]3)=[CH:14][CH:13]=2)[C:5]2[N:6]([CH:8]=[CH:9][N:10]=2)[CH:7]=1.C(O)(C(F)(F)F)=O>C(Cl)Cl>[Br:1][C:2]1[N:3]=[C:4]([NH:11][C:12]2[CH:13]=[CH:14][C:15]([N:18]3[CH2:19][CH2:20][NH:21][CH2:22][CH2:23]3)=[CH:16][N:17]=2)[C:5]2[N:6]([CH:8]=[CH:9][N:10]=2)[CH:7]=1. Procedure details: To a mixture of 106a (260 mg, 0.5 mmol) in CH2Cl2 (3 mL) was added TFA (0.5 ml) and the reaction mixture was stirred at 25° C. for 2 h. The reaction solution was concentrated to give 106b as a pale yellow liquid without purification for next step (210 mg, 97%). MS: [M+H]+ 374. Reactants: C=O, COCCl, Cc1cc(C)c(C)c(OC(F)(F)F)c1, CC(=O)O, Cl, O. Product: Cc1cc(OC(F)(F)F)c(C)c(C)c1CCl. Reaction SMILES: [CH2:16]=[O:17].[CH3:18][O:19][CH2:20][Cl:21].[CH3:1][c:2]1[c:3]([O:10][C:11]([F:12])([F:13])[F:14])[cH:4][c:5]([CH3:9])[cH:6][c:7]1[CH3:8].[CH3:23][C:24](=[O:25])[OH:26].[ClH:15].[OH2:22]>>[CH3:1][c:2]1[c:3]([O:10][C:11]([F:12])([F:13])[F:14])[cH:4][c:5]([CH3:9])[c:6]([CH2:20][Cl:21])[c:7]1[CH3:8]. The reactants are BrBr (Bromine), ClC1=C(C=CC=C1)C1=C(C(=C(C=C1)[N+](=O)[O-])NC)C#N ((2′-chloro-2-cyano-4-nitro-biphenyl-3-yl)-methyl-amine). The solvent is C(C)(=O)O (acetic acid). Reaction conditions: temperature 86 celsius, time 1 hour. Yields the product BrC=1C=C(C(=C(C1C1=C(C=CC=C1)Cl)C#N)NC)[N+](=O)[O-] (6-Bromo-2′-chloro-3-methylamino-4-nitro-biphenyl-2-carbonitrile). Isolated yield 94.1%. RXN SMILES: [Br:1]Br.[Cl:3][C:4]1[CH:9]=[CH:8][CH:7]=[CH:6][C:5]=1[C:10]1[CH:15]=[CH:14][C:13]([N+:16]([O-:18])=[O:17])=[C:12]([NH:19][CH3:20])[C:11]=1[C:21]#[N:22]>C(O)(=O)C>[Br:1][C:15]1[CH:14]=[C:13]([N+:16]([O-:18])=[O:17])[C:12]([NH:19][CH3:20])=[C:11]([C:21]#[N:22])[C:10]=1[C:5]1[CH:6]=[CH:7][CH:8]=[CH:9][C:4]=1[Cl:3]. Reported procedure: Bromine (0.54 mL, 10.43 mmol) was added slowly to a solution of Example 8A (2.0 g, 6.96 mmol) in acetic acid (20 mL) at r.t. The reaction was heated to 86° C. and stirred for 1 h. The cooled solution was quenched with sat. bisulfite solution and extracted with EtOAc. Organics were dried (MgSO4) and concentrated in vacuo to give 2.4 g (94%) of the title compound as an orange solid. 1H NMR (400 MHz, CDCl3): δ 8.64 (s, 1H), 8.50 (br s, 1H), 7.40-7.55 (m, 3H), 7.18-7.26 (m, 1H), 3.46 (d, 3H, J=4.8 H...